From a dataset of the Open Reaction Database (ORD), a public repository of structured organic reaction records. describe an organic reaction: reactants, conditions, products, and yield The reactants are ClCC(=O)Cl (chloroacetyl chloride), CC1=C(SC(=C1N)C)C(=O)OC (methyl 3,5-dimethyl-4-aminothiophene-2-carboxylate), C(=O)([O-])[O-].[K+].[K+] (K2CO3), O (water). Solvent: C(Cl)Cl (methylene chloride). Product: C(=O)(OC)C=1SC(=C(C1C)NC(CCl)=O)C (N-(2-carbomethoxy-3,5-dimethyl-thien-4-yl)-chloroacetamide). As a reaction SMILES: [CH3:1][C:2]1[C:6]([NH2:7])=[C:5]([CH3:8])[S:4][C:3]=1[C:9]([O:11][CH3:12])=[O:10].C([O-])([O-])=O.[K+].[K+].O.[Cl:20][CH2:21][C:22](Cl)=[O:23]>C(Cl)Cl>[C:9]([C:3]1[S:4][C:5]([CH3:8])=[C:6]([NH:7][C:22](=[O:23])[CH2:21][Cl:20])[C:2]=1[CH3:1])([O:11][CH3:12])=[O:10] |f:1.2.3|. Procedure: To 12.25 g (0.066 mol) of methyl 3,5-dimethyl-4-aminothiophene-2-carboxylate, 9.1 g (0.066 mol) of K2CO3, 25 ml of water and 150 ml of methylene chloride are added without cooling 7.5 g (0.066 mol) of chloroacetyl chloride. The reactants are ClC1=C(C(=O)NCC23CC4CC(CC(C2)C4)C3)C=C(C=C1)O (2-Chloro-5-hydroxy-N-(tricyclo[3.3.1.13,7]dec-1-ylmethyl)-benzamide), C([O-])([O-])=O.[K+].[K+] (potassium carbonate), Cl.CN(CCCl)C (2-dimethylaminoethyl chloride hydrochloride), Cl (Hydrogen chloride), solution. The solvent is C(C)#N (acetonitrile), C(C)OCC (diethyl ether), C(C)OCC (diethyl ether). Yields the product ClC1=C(C(=O)NCC23CC4CC(CC(C2)C4)C3)C=C(C=C1)OCCN(C)C (2-Chloro5-(N,N-dimethylamino)ethyloxy-N-(tricyclo[3.3.1.13,7]dec-1-ylmethyl)-benzamide). Isolated yield 32.7%. RXN SMILES: [Cl:1][C:2]1[CH:21]=[CH:20][C:19]([OH:22])=[CH:18][C:3]=1[C:4]([NH:6][CH2:7][C:8]12[CH2:17][CH:12]3[CH2:13][CH:14]([CH2:16][CH:10]([CH2:11]3)[CH2:9]1)[CH2:15]2)=[O:5].C(=O)([O-])[O-].[K+].[K+].Cl.[CH3:30][N:31]([CH3:35])[CH2:32][CH2:33]Cl.Cl>C(#N)C.C(OCC)C>[Cl:1][C:2]1[CH:21]=[CH:20][C:19]([O:22][CH2:33][CH2:32][N:31]([CH3:35])[CH3:30])=[CH:18][C:3]=1[C:4]([NH:6][CH2:7][C:8]12[CH2:17][CH:12]3[CH2:11][CH:10]([CH2:16][CH:14]([CH2:13]3)[CH2:15]1)[CH2:9]2)=[O:5] |f:1.2.3,4.5|. Reported procedure: To a solution of 2-chloro-5-hydroxy-N-(tricyclo[3.3.1.13,7]dec-1-ylmethyl)benzamide from Example 51 (0.05 g) in acetonitrile (5 ml) was added potassium carbonate (0.065 g) and 2-dimethylaminoethyl chloride hydrochloride (0.037 g). The reaction mixture was stirred and heated at reflux temperature for 48 hours. The reaction mixture was evaporated under reduced pressure and residue dissolved in ethyl acetate and washed with brine. Drying over sodium sulphate (Na2SO4), followed by concentration unde... The reagents and catalysts are [Cl-].C(C1=CC=CC=C1)[N+](CC)(CC)CC (benzyltriethylammonium chloride). RXN SMILES: [CH:1]([O:3][N:4]=[C:5]([C:11]1([O:16][CH2:15][CH2:14][O:13]1)[CH3:12])[C:6]([O:8][CH2:9][CH3:10])=[O:7])=[CH2:2].[CH:17]([Br:20])(Br)[Br:18].C(O)C.[OH-].[Na+]>[Cl-].C([N+](CC)(CC)CC)C1C=CC=CC=1.C(Cl)Cl>[Br:18][C:17]1([Br:20])[CH2:2][CH:1]1[O:3][N:4]=[C:5]([C:11]1([O:13][CH2:14][CH2:15][O:16]1)[CH3:12])[C:6]([O:8][CH2:9][CH3:10])=[O:7] |f:3.4,5.6|. Reactants: C(=C)ON=C(C(=O)OCC)C1(C)OCCO1 (ethyl 2-vinyloxyimino-3,3-ethylenedioxybutyrate), C(Br)(Br)Br (bromoform), C(C)O (ethanol), aqueous solution, [OH-].[Na+] (sodium hydroxide). Procedure details: To a solution of ethyl 2-vinyloxyimino-3,3-ethylenedioxybutyrate (syn isomer)(l5 g) and benzyltriethylammonium chloride (164 mg) in a mixture of methylene chloride (13 ml), bromoform (11.4 ml) and ethanol (0.65 ml) was added 50% aqueous solution of sodium hydroxide (105 ml) under ice-cooling. The mixture was stirred for 1 hour at the same temperature and allowed to be stirred at ambient temperature overnight. The mixture was extracted with diethyl ether. The extract was washed with water, dried ... Product: BrC1(C(C1)ON=C(C(=O)OCC)C1(C)OCCO1)Br (ethyl 2-(2,2-dibromocyclopropyloxyimino)-3,3-ethylenedioxybutyrate). Conditions: time 1 hour. The solvent is C(Cl)Cl (methylene chloride). The reactants are NC=1C=2N(C=CN1)C(=NC2C2=CC=C(C(=O)NC1=NC=CC=C1)C=C2)[C@H]2NCCC2 ((S)-4-(8-Amino-3-(pyrrolidin-2-yl)imidazo[1,5-a]pyrazin-1-yl)-N-(pyridin-2-yl)benzamide), COCC#CC(=O)O (4-methoxybut-2-ynoic acid), COCC#CC(=O)O (4-methoxybut-2-ynoic acid). Product: NC=1C=2N(C=CN1)C(=NC2C2=CC=C(C(=O)NC1=NC=CC=C1)C=C2)[C@H]2N(CCC2)C(C#CCOC)=O ((S)-4-(8-Amino-3-(1-(4-methoxybut-2-ynoyl)pyrrolidin-2-yl)imidazo[1,5-a]pyrazin-1-yl)-N-(pyridin-2-yl)benzamide). Isolated yield 24.7%. RXN SMILES: [NH2:1][C:2]1[C:3]2[N:4]([C:8]([C@@H:26]3[CH2:30][CH2:29][CH2:28][NH:27]3)=[N:9][C:10]=2[C:11]2[CH:25]=[CH:24][C:14]([C:15]([NH:17][C:18]3[CH:23]=[CH:22][CH:21]=[CH:20][N:19]=3)=[O:16])=[CH:13][CH:12]=2)[CH:5]=[CH:6][N:7]=1.[CH3:31][O:32][CH2:33][C:34]#[C:35][C:36](O)=[O:37]>>[NH2:1][C:2]1[C:3]2[N:4]([C:8]([C@@H:26]3[CH2:30][CH2:29][CH2:28][N:27]3[C:36](=[O:37])[C:35]#[C:34][CH2:33][O:32][CH3:31])=[N:9][C:10]=2[C:11]2[CH:25]=[CH:24][C:14]([C:15]([NH:17][C:18]3[CH:23]=[CH:22][CH:21]=[CH:20][N:19]=3)=[O:16])=[CH:13][CH:12]=2)[CH:5]=[CH:6][N:7]=1. Procedure details: This compound was prepared, in an analogous manner as described in Example 2, from the compound described in intermediate 2b and 4-methoxybut-2-ynoic acid (Intermediate 50), to afford the title compound (9.1 mg, 24.7%). Data: UPLC (C) Rt: 1.44 min; m/z 496.2 (M+H)+. Reactants: C1(CC1)C=1C(=CC(=NC1)C(=O)O)OCC1(COC1)C (5-cyclopropyl-4-((3-methyloxetan-3-yl)methoxy)picolinic acid), CCN(C(C)C)C(C)C (DIPEA), [Cl-].COC1=NC(=NC(=N1)OC)[N+]1(CCOCC1)C (4-(4,6-dimethoxy-1,3,5-triazin-2-yl)-4-methylmorpholin-4-ium chloride), C1(=CC=CC=C1)C1=NN=C(O1)C(C)(C)N (2-(5-phenyl-1,3,4-oxadiazol-2-yl)propan-2-amine). Run in ClCCl (dichloromethane), ClCCl (dichloromethane). Reaction conditions: time 30 minute. Yields the product C1(CC1)C=1C(=CC(=NC1)C(=O)NC(C)(C)C=1OC(=NN1)C1=CC=CC=C1)OCC1(COC1)C (5-cyclopropyl-4-[(3-methyloxetan-3-yl)methoxy]-N-[2-(5-phenyl-1,3,4-oxadiazol-2-yl)propan-2-yl]pyridine-2-carboxamide). Isolated yield 71.3%. Reaction SMILES: [CH:1]1([C:4]2[C:5]([O:13][CH2:14][C:15]3([CH3:19])[CH2:18][O:17][CH2:16]3)=[CH:6][C:7]([C:10]([OH:12])=O)=[N:8][CH:9]=2)[CH2:3][CH2:2]1.CCN(C(C)C)C(C)C.[Cl-].COC1N=C(OC)N=C([N+]2(C)CCOCC2)N=1.[C:47]1([C:53]2[O:57][C:56]([C:58]([NH2:61])([CH3:60])[CH3:59])=[N:55][N:54]=2)[CH:52]=[CH:51][CH:50]=[CH:49][CH:48]=1>ClCCl>[CH:1]1([C:4]2[C:5]([O:13][CH2:14][C:15]3([CH3:19])[CH2:18][O:17][CH2:16]3)=[CH:6][C:7]([C:10]([NH:61][C:58]([C:56]3[O:57][C:53]([C:47]4[CH:52]=[CH:51][CH:50]=[CH:49][CH:48]=4)=[N:54][N:55]=3)([CH3:60])[CH3:59])=[O:12])=[N:8][CH:9]=2)[CH2:2][CH2:3]1 |f:2.3|. Procedure: To a solution of the acid 5-cyclopropyl-4-((3-methyloxetan-3-yl)methoxy)picolinic acid (20 mg, 76.0 μmol) in dichloromethane (1 ml) was added DIPEA (24.5 mg, 33.2 μl, 190 μmol) and 4-(4,6-dimethoxy-1,3,5-triazin-2-yl)-4-methylmorpholin-4-ium chloride (23.1 mg, 83.6 μmol). The reaction is stirred for 30 minutes at room temperature followed by addition of 2-(5-phenyl-1,3,4-oxadiazol-2-yl)propan-2-amine (CAN 68176-04-5, 15.4 mg, 76.0 μmol) and the reaction mixture was stirred overnight at room temp...